From a dataset of the Open Reaction Database (ORD), a public repository of structured organic reaction records. describe an organic reaction: reactants, conditions, products, and yield The reactants are C(Cl)Cl (methylene chloride), ClC1=CC=C(C=C1)S(=O)(=O)NCCC1=CC=C(C=C1)C(=CCCCC(=O)O)C=1C=NC=CC1 (6-(4-(2-(4-chlorobenzenesulphonylamino)ethyl)-phenyl)-6-(3-pyridyl)hex-5-enoic acid), CI (methyl iodide). The reagents and catalysts are [Cl-].C(C1=CC=CC=C1)[N+](C)(C)C (benzyl trimethylammonium chloride). Solvent: [OH-].[Na+] (sodium hydroxide). Yields the product CN(CCC1=CC=C(C=C1)C(=CCCCC(=O)O)C=1C=NC=CC1)S(=O)(=O)C1=CC=C(C=C1)Cl (6-(4-(2-(N-Methyl-4-chlorobenzenesulphonylamino)ethyl)phenyl)-6-(3-pyridyl)hex-5-enoic acid). As a reaction SMILES: [Cl:1][C:2]1[CH:7]=[CH:6][C:5]([S:8]([NH:11][CH2:12][CH2:13][C:14]2[CH:19]=[CH:18][C:17]([C:20]([C:28]3[CH:29]=[N:30][CH:31]=[CH:32][CH:33]=3)=[CH:21][CH2:22][CH2:23][CH2:24][C:25]([OH:27])=[O:26])=[CH:16][CH:15]=2)(=[O:10])=[O:9])=[CH:4][CH:3]=1.[CH2:34](Cl)Cl.CI>[OH-].[Na+].[Cl-].C([N+](C)(C)C)C1C=CC=CC=1>[CH3:34][N:11]([S:8]([C:5]1[CH:6]=[CH:7][C:2]([Cl:1])=[CH:3][CH:4]=1)(=[O:9])=[O:10])[CH2:12][CH2:13][C:14]1[CH:19]=[CH:18][C:17]([C:20]([C:28]2[CH:29]=[N:30][CH:31]=[CH:32][CH:33]=2)=[CH:21][CH2:22][CH2:23][CH2:24][C:25]([OH:27])=[O:26])=[CH:16][CH:15]=1 |f:3.4,5.6|. Procedure details: 2.0 g of 6-(4-(2-(4-chlorobenzenesulphonylamino)ethyl)-phenyl)-6-(3-pyridyl)hex-5-enoic acid are stirred overnight in 10 ml of 4N sodium hydroxide solution, 100 ml of methylene chloride, 80 mg of benzyl trimethylammonium chloride and 0.85 g of methyl iodide. Then the organic phase is separated off and the aqueous phase is acidified to pH 5. The product precipitated is separated off and taken up in methylene chloride, dried and evaporated down. Finally, the residue is chromatographed with ethylen... Starting materials: CCO, Cl, c1ccc(CN2CCC3CCOC3C2)cc1. The product is Cl, C1CC2CCOC2CN1. RXN SMILES: [CH3:18][CH2:19][OH:20].[ClH:17].[c:1]1([CH2:2][N:8]2[CH2:9][CH:10]3[CH:11]([CH2:12][CH2:13]2)[CH2:14][CH2:15][O:16]3)[cH:3][cH:4][cH:5][cH:6][cH:7]1>>[ClH:17].[NH:8]1[CH2:9][CH:10]2[CH:11]([CH2:12][CH2:13]1)[CH2:14][CH2:15][O:16]2.